The task is: describe an organic reaction: reactants, conditions, products, and yield. This data is from the Open Reaction Database (ORD), a public repository of structured organic reaction records. Reactants: C1(=CC=C(C=C1)S(=O)(=O)O)C (p-toluensulphonic acid), crude solution, C([O-])([O-])=O.[K+].[K+] (potassium carbonate), FC1=CC(=C(C=O)C=C1)C (4-Fluoro-2-methyl-benzaldehyde), C1COC(C)(CCN)O1 (4-aminobutan-2-one ethylene acetal). Run in C1=CC=CC=C1 (benzene), CCOC(=O)C (AcOEt), C1=CC=CC=C1 (benzene). Yields the product FC1=CC(=C(C=C1)C1NCCC(C1)=O)C (2-(4-Fluoro-2-methyl-phenyl)-piperidine-4-one). The yield is 41.7%. Reaction SMILES: [F:1][C:2]1[CH:9]=[CH:8][C:5]([CH:6]=O)=[C:4]([CH3:10])[CH:3]=1.C1O[C:14]([CH2:16][CH2:17][NH2:18])([CH3:15])[O:13]C1.C1(C)C=CC(S(O)(=O)=O)=CC=1.C(=O)([O-])[O-].[K+].[K+]>C1C=CC=CC=1.CCOC(C)=O>[F:1][C:2]1[CH:9]=[CH:8][C:5]([CH:6]2[CH2:15][C:14](=[O:13])[CH2:16][CH2:17][NH:18]2)=[C:4]([CH3:10])[CH:3]=1 |f:3.4.5|. Procedure details: 4-Fluoro-2-methyl-benzaldehyde (4 g) was added to a solution of 4-aminobutan-2-one ethylene acetal (3.8 g) in dry benzene (50 mL) and the solution was stirred at r.t. under a nitrogen atmosphere. After 1 hour the mixture was heated at reflux for 16 hours and then allowed to cool to r.t. This solution was slowly added to a refluxing solution of p-toluensulphonic acid (10.6 g) in dry benzene (50 mL) previously refluxed for 1 hour with a Dean-Stark apparatus. After 3.5 hours the crude solution was ...